From a dataset of the Open Reaction Database (ORD), a public repository of structured organic reaction records. describe an organic reaction: reactants, conditions, products, and yield Reactants: RuH[(R,R)-Tsdpen], C1(C=CCC1)=O (2-cyclopentenone), C(CC(=O)OCC)(=O)OCC (diethyl malonate). Solvent: CC(=O)C (acetone). Conditions: temperature 40 celsius, time 24 hour. Product: C(C)OC(=O)C([C@@H]1CC(CC1)=O)C(=O)OCC ((S)-3-[bis(ethoxycarbonyl)methyl]cyclopentanone). Yield: 95.3%. Reaction SMILES: [C:1]1(=[O:6])[CH2:5][CH2:4][CH:3]=[CH:2]1.[C:7]([O:15][CH2:16][CH3:17])(=[O:14])[CH2:8][C:9]([O:11][CH2:12][CH3:13])=[O:10]>CC(C)=O>[CH2:16]([O:15][C:7]([CH:8]([C:9]([O:11][CH2:12][CH3:13])=[O:10])[C@H:3]1[CH2:4][CH2:5][C:1](=[O:6])[CH2:2]1)=[O:14])[CH3:17]. Procedure: Under an atmosphere of argon, 24.0 mg (0.04 mmol, S/C=50) of RuH[(R,R)-Tsdpen] (1,3,5-trimethylbenzene), 168 μL (2.0 mmol) of 2-cyclopentenone, 304 μL (2.0 mmol) of diethyl malonate, and 2 mL of acetone were placed in a 20 mL Schlenk tube and stirred at 40° C. for 24 hours. This solution was purified by flash column chromatography (hexane/acetone=90/10, SiO2) to give 462 mg (95% yield) of the title compound. After this was converted into an ethylene ketal derivative by the same procedure as in E... Reactants: C#Cc1cncc(OCC2CCN2C(=O)OC(C)(C)C)c1, [Cu]I, OCc1cccc(I)c1. The product is CC(C)(C)OC(=O)N1CCC1COc1cncc(C#Cc2cccc(CO)c2)c1. Reaction SMILES: [C:1]([CH3:2])([CH3:3])([CH3:4])[O:5][C:6](=[O:7])[N:8]1[CH:9]([CH2:12][O:13][c:14]2[cH:15][n:16][cH:17][c:18]([C:20]#[CH:21])[cH:19]2)[CH2:10][CH2:11]1.[Cu:31][I:32].[I:22][c:23]1[cH:24][c:25]([CH2:26][OH:27])[cH:28][cH:29][cH:30]1>>[C:1]([CH3:2])([CH3:3])([CH3:4])[O:5][C:6](=[O:7])[N:8]1[CH:9]([CH2:12][O:13][c:14]2[cH:15][n:16][cH:17][c:18]([C:20]#[C:21][c:23]3[cH:24][c:25]([CH2:26][OH:27])[cH:28][cH:29][cH:30]3)[cH:19]2)[CH2:10][CH2:11]1. Starting materials: CCC(N)=NO, O=C(O)CN1C(=O)c2ccccc2C1=O, C1CCOC1. The product is O=C1NC(=O)c2ccccc21. As a reaction SMILES: [C:16](=[N:17][OH:18])([NH2:19])[CH2:20][CH3:21].[C:1]1(=[O:15])[c:2]2[c:3]([cH:11][cH:12][cH:13][cH:14]2)[C:4](=[O:10])[N:5]1[CH2:6][C:7]([OH:8])=[O:9].[CH2:22]1[O:23][CH2:24][CH2:25][CH2:26]1>>[C:1]1(=[O:15])[c:2]2[c:3]([cH:11][cH:12][cH:13][cH:14]2)[C:4](=[O:10])[NH:5]1. Starting materials: FC(C1=CC=C2C(=CC=NC2=C1)NC1=CC=C(C(=O)N2CCNCC2)C=C1)(F)F (4-[4-[[7-(trifluoromethyl)-4-quinolinyl]amino]benzoyl]piperazine), C(C)C1=C(C=CC(=C1)CC)S(=O)(=O)Cl (2,4-diethylphenylsulfonyl chloride). Solvent: C(C)N(CC)CC (triethylamine). Yields the product C(C)C1=C(C=CC(=C1)CC)S(=O)(=O)N1CCN(CC1)C(C1=CC=C(C=C1)NC1=CC=NC2=CC(=CC=C12)C(F)(F)F)=O (1-[(2,4-diethylphenyl)sulfonyl]-4-[4-[[7-(trifluoromethyl)-4-quinolinyl]amino]benzoyl]piperazine). Reaction SMILES: [F:1][C:2]([F:29])([F:28])[C:3]1[CH:12]=[C:11]2[C:6]([C:7]([NH:13][C:14]3[CH:27]=[CH:26][C:17]([C:18]([N:20]4[CH2:25][CH2:24][NH:23][CH2:22][CH2:21]4)=[O:19])=[CH:16][CH:15]=3)=[CH:8][CH:9]=[N:10]2)=[CH:5][CH:4]=1.[CH2:30]([C:32]1[CH:37]=[C:36]([CH2:38][CH3:39])[CH:35]=[CH:34][C:33]=1[S:40](Cl)(=[O:42])=[O:41])[CH3:31]>C(N(CC)CC)C>[CH2:30]([C:32]1[CH:37]=[C:36]([CH2:38][CH3:39])[CH:35]=[CH:34][C:33]=1[S:40]([N:23]1[CH2:24][CH2:25][N:20]([C:18](=[O:19])[C:17]2[CH:26]=[CH:27][C:14]([NH:13][C:7]3[C:6]4[C:11](=[CH:12][C:3]([C:2]([F:1])([F:28])[F:29])=[CH:4][CH:5]=4)[N:10]=[CH:9][CH:8]=3)=[CH:15][CH:16]=2)[CH2:21][CH2:22]1)(=[O:42])=[O:41])[CH3:31]. Reported procedure: In the manner given in Example 15, 4-[4-[[7-(trifluoromethyl)-4-quinolinyl]amino]benzoyl]piperazine is reacted with 2,4-diethylphenylsulfonyl chloride, in the presence of triethylamine to give 1-[(2,4-diethylphenyl)sulfonyl]-4-[4-[[7-(trifluoromethyl)-4-quinolinyl]amino]benzoyl]piperazine. Reactants: CS(=O)(=O)c1ccc(-c2ccccc2)c(C(=O)O)c1, CN(C)c1ccc(N2CCNCC2)cc1. Yields the product CN(C)c1ccc(N2CCN(C(=O)c3cc(S(C)(=O)=O)ccc3-c3ccccc3)CC2)cc1. RXN SMILES: [CH3:16][S:17](=[O:18])(=[O:19])[c:20]1[cH:21][c:22]([C:32](=[O:33])[OH:34])[c:23](-[c:26]2[cH:27][cH:28][cH:29][cH:30][cH:31]2)[cH:24][cH:25]1.[CH3:1][N:2]([c:3]1[cH:4][cH:5][c:6]([N:9]2[CH2:10][CH2:11][NH:12][CH2:13][CH2:14]2)[cH:7][cH:8]1)[CH3:15]>>[CH3:1][N:2]([c:3]1[cH:4][cH:5][c:6]([N:9]2[CH2:10][CH2:11][N:12]([C:32]([c:22]3[cH:21][c:20]([S:17]([CH3:16])(=[O:18])=[O:19])[cH:25][cH:24][c:23]3-[c:26]3[cH:27][cH:28][cH:29][cH:30][cH:31]3)=[O:33])[CH2:13][CH2:14]2)[cH:7][cH:8]1)[CH3:15]. Reactants: BrC1C=CCCC1 (3-bromocyclohexene), N1C=CC=2C(=CC=CC12)C=O (indole-4-carbaldehyde). Product: C1(C=CCCC1)N1C=CC=2C(=CC=CC12)C=O (1-(2-cyclohexenyl)indole-4-carbaldehyde). Yield: 17.9%. Reaction SMILES: Br[CH:2]1[CH2:7][CH2:6][CH2:5][CH:4]=[CH:3]1.[NH:8]1[C:16]2[CH:15]=[CH:14][CH:13]=[C:12]([CH:17]=[O:18])[C:11]=2[CH:10]=[CH:9]1>>[CH:2]1([N:8]2[C:16]3[CH:15]=[CH:14][CH:13]=[C:12]([CH:17]=[O:18])[C:11]=3[CH:10]=[CH:9]2)[CH2:7][CH2:6][CH2:5][CH:4]=[CH:3]1. Reported procedure: The same procedures used in Example 1 were repeated except for using 2.44 g of 3-bromocyclohexene and 2.00 g of indole-4-carbaldehyde as a starting material to give 556 mg of 1-(2-cyclohexenyl)indole-4-carbaldehyde as a yellow-colored oily substance. The yield thereof was found to be 18%. As a reaction SMILES: [CH2:1]([S:8]([NH:11][C:12]1[C:13](=[O:23])[N:14]([CH2:19][C:20](O)=[O:21])[C:15]([CH3:18])=[CH:16][CH:17]=1)(=[O:10])=[O:9])[C:2]1[CH:7]=[CH:6][CH:5]=[CH:4][CH:3]=1.Br.Br.[S:26]1[C:30]2[CH2:31][CH:32]([NH2:35])[CH2:33][CH2:34][C:29]=2[N:28]=[C:27]1[NH2:36]>>[NH2:36][C:27]1[S:26][C:30]2[CH2:31][CH:32]([NH:35][C:20](=[O:21])[CH2:19][N:14]3[C:15]([CH3:18])=[CH:16][CH:17]=[C:12]([NH:11][S:8]([CH2:1][C:2]4[CH:7]=[CH:6][CH:5]=[CH:4][CH:3]=4)(=[O:10])=[O:9])[C:13]3=[O:23])[CH2:33][CH2:34][C:29]=2[N:28]=1 |f:1.2.3|. The product is NC=1SC2=C(N1)CCC(C2)NC(CN2C(C(=CC=C2C)NS(=O)(=O)CC2=CC=CC=C2)=O)=O ((±)-N-(2-amino-4,5,6,7-tetrahydro-1,3-benzothiazol-6 -yl)-2-[3-[(benzylsulfonyl)amino]-6-methyl-2-oxo-1(2H)-pyridinyl]acetamide). Starting materials: C(C1=CC=CC=C1)S(=O)(=O)NC=1C(N(C(=CC1)C)CC(=O)O)=O (2-[3-[(benzylsulfonyl)amino]-6 -methyl-2-oxo-1(2H)-pyridinyl]acetic acid), Br.Br.S1C(=NC2=C1CC(CC2)N)N (4,5,6,7-tetrahydro-1,3-benzothiazol-2,6-diamine dihydrobromide). Procedure: The title compound was prepared from 2-[3-[(benzylsulfonyl)amino]-6 -methyl-2-oxo-1(2H)-pyridinyl]acetic acid and 4,5,6,7-tetrahydro-1,3-benzothiazol-2,6-diamine dihydrobromide using the procedure of EXAMPLE 1 (STEP 6), and was obtained as an off-white solid compound. Reactants: COC(=O)CSc1cnc(NC(=O)N(CC(C)(C)c2ccccc2)C2CCC(C)CC2)s1, [Li+], [OH-], O, O. The product is CC1CCC(N(CC(C)(C)c2ccccc2)C(=O)Nc2ncc(SCC(=O)O)s2)CC1. RXN SMILES: [CH3:1][O:2][C:3]([CH2:4][S:5][c:6]1[cH:7][n:8][c:9]([NH:11][C:12](=[O:13])[N:14]([CH2:15][C:16]([CH3:17])([c:18]2[cH:19][cH:20][cH:21][cH:22][cH:23]2)[CH3:24])[CH:25]2[CH2:26][CH2:27][CH:28]([CH3:31])[CH2:29][CH2:30]2)[s:10]1)=[O:32].[Li+:34].[OH-:33].[OH2:35].[OH2:36]>>[O:2]=[C:3]([CH2:4][S:5][c:6]1[cH:7][n:8][c:9]([NH:11][C:12](=[O:13])[N:14]([CH2:15][C:16]([CH3:17])([c:18]2[cH:19][cH:20][cH:21][cH:22][cH:23]2)[CH3:24])[CH:25]2[CH2:26][CH2:27][CH:28]([CH3:31])[CH2:29][CH2:30]2)[s:10]1)[OH:32]. Starting materials: CN1CCCCC1=O, Cl, [Na+], [OH-]. The product is CNCCCCC(=O)O. RXN SMILES: [CH3:1][N:2]1[C:3](=[O:8])[CH2:4][CH2:5][CH2:6][CH2:7]1.[ClH:11].[Na+:10].[OH-:9]>>[CH3:1][NH:2][CH2:7][CH2:6][CH2:5][CH2:4][C:3]([OH:8])=[O:9]. The reactants are C=CC1CC1(NC(=O)C1CC(O)CC1C(=O)OC(C)(C)C)C(=O)OCC, C1CCOC1, CC(C)OC(=O)N=NC(=O)OC(C)C, COc1ccc2c(O)cc(-c3cccc(C)n3)nc2c1C, c1ccc(P(c2ccccc2)c2ccccc2)cc1. Product: C=CC1CC1(NC(=O)C1CC(Oc2cc(-c3cccc(C)n3)nc3c(C)c(OC)ccc23)CC1C(=O)OC(C)(C)C)C(=O)OCC. Reaction SMILES: [C:1]([CH3:2])([CH3:3])([CH3:4])[O:5][C:6](=[O:7])[CH:8]1[CH:9]([C:14]([NH:15][C:16]2([C:21](=[O:22])[O:23][CH2:24][CH3:25])[CH:17]([CH:19]=[CH2:20])[CH2:18]2)=[O:26])[CH2:10][CH:11]([OH:13])[CH2:12]1.[CH2:81]1[O:82][CH2:83][CH2:84][CH2:85]1.[O:67]=[C:68]([O:69][CH:70]([CH3:71])[CH3:72])[N:73]=[N:74][C:75]([O:76][CH:77]([CH3:78])[CH3:79])=[O:80].[OH:27][c:28]1[cH:29][c:30](-[c:41]2[n:42][c:43]([CH3:47])[cH:44][cH:45][cH:46]2)[n:31][c:32]2[c:33]([CH3:40])[c:34]([O:38][CH3:39])[cH:35][cH:36][c:37]12.[c:48]1([P:49]([c:50]2[cH:51][cH:52][cH:53][cH:54][cH:55]2)[c:56]2[cH:57][cH:58][cH:59][cH:60][cH:61]2)[cH:62][cH:63][cH:64][cH:65][cH:66]1>>[C:1]([CH3:2])([CH3:3])([CH3:4])[O:5][C:6](=[O:7])[CH:8]1[CH:9]([C:14]([NH:15][C:16]2([C:21](=[O:22])[O:23][CH2:24][CH3:25])[CH:17]([CH:19]=[CH2:20])[CH2:18]2)=[O:26])[CH2:10][CH:11]([O:13][c:28]2[cH:29][c:30](-[c:41]3[n:42][c:43]([CH3:47])[cH:44][cH:45][cH:46]3)[n:31][c:32]3[c:33]([CH3:40])[c:34]([O:38][CH3:39])[cH:35][cH:36][c:37]23)[CH2:12]1.